Dataset: the Open Reaction Database (ORD), a public repository of structured organic reaction records. Task: describe an organic reaction: reactants, conditions, products, and yield Reactants: [Na] (sodium), CO (methanol), ClC1=C(C=C2C(=N1)CCCCC2)C#N (2-chloro-3-cyano-6,7,8,9-tetrahydro-5H-cyclohepta[b]pyridine), CO (methanol). Run at temperature 60 celsius, time 6 hour. The product is C(#N)C=1C=C2C(=NC1OC)CCCCC2 (3-Cyano-2-methoxy-6,7,8,9-tetrahydro-5H-cyclohepta[b]pyridine). Yield: 92.5%. Reaction SMILES: [Na].Cl[C:3]1[N:8]=[C:7]2[CH2:9][CH2:10][CH2:11][CH2:12][CH2:13][C:6]2=[CH:5][C:4]=1[C:14]#[N:15].[CH3:16][OH:17]>>[C:14]([C:4]1[CH:5]=[C:6]2[CH2:13][CH2:12][CH2:11][CH2:10][CH2:9][C:7]2=[N:8][C:3]=1[O:17][CH3:16])#[N:15] |^1:0|. Reported procedure: In an atmosphere of argon, metallic sodium (230.0 mg, 0.01 g atom) was dissolved in methanol (10.0 ml) at room temperature, a methanol solution (10.0 ml) of 2-chloro-3-cyano-6,7,8,9-tetrahydro-5H-cyclohepta[b]pyridine (1.03 g, 5.00 mmol) was added dropwise thereto at the same temperature and then the resulting mixture was stirred at 60° C. for 6 hours. After cooling, methanol was evaporated under reduced pressure, the thus obtained residue was mixed with water and extracted with chloroform, and ... Starting materials: ClCC=1C=NC2=CC(=CC=C2C1)C(F)(F)F (3-chloromethyl-7-trifluoromethyl-quinoline), C([O-])([O-])=O.[K+].[K+] (potassium carbonate), Cl.[N+](=O)([O-])C1=C(C=C(C=C1)NC1CCC(CC1)OCC(=O)N1CCNCC1)C(F)(F)F (2-[4-(4-Nitro-3-trifluoromethyl-phenylamino)-cyclohexyloxy]-1-piperazin-1-yl-ethanone hydrochloride). Run in CCOC(=O)C (EtOAc), CN(C)C=O (DMF). Conditions: temperature 70 celsius, time 8 hour. The product is [N+](=O)([O-])C1=C(C=C(C=C1)NC1CCC(CC1)OCC(=O)N1CCN(CC1)CC=1C=NC2=CC(=CC=C2C1)C(F)(F)F)C(F)(F)F (2-[4-(4-nitro-3-trifluoromethyl-phenylamino)-cyclohexyloxy]-1-[4-(7-trifluoromethyl-quinolin-3-ylmethyl)-piperazin-1-yl]-ethanone). Yield: 34.8%. Reaction SMILES: Cl[CH2:2][C:3]1[CH:4]=[N:5][C:6]2[C:11]([CH:12]=1)=[CH:10][CH:9]=[C:8]([C:13]([F:16])([F:15])[F:14])[CH:7]=2.C(=O)([O-])[O-].[K+].[K+].Cl.[N+:24]([C:27]1[CH:32]=[CH:31][C:30]([NH:33][CH:34]2[CH2:39][CH2:38][CH:37]([O:40][CH2:41][C:42]([N:44]3[CH2:49][CH2:48][NH:47][CH2:46][CH2:45]3)=[O:43])[CH2:36][CH2:35]2)=[CH:29][C:28]=1[C:50]([F:53])([F:52])[F:51])([O-:26])=[O:25]>CN(C=O)C.CCOC(C)=O>[N+:24]([C:27]1[CH:32]=[CH:31][C:30]([NH:33][CH:34]2[CH2:35][CH2:36][CH:37]([O:40][CH2:41][C:42]([N:44]3[CH2:49][CH2:48][N:47]([CH2:2][C:3]4[CH:4]=[N:5][C:6]5[C:11]([CH:12]=4)=[CH:10][CH:9]=[C:8]([C:13]([F:16])([F:15])[F:14])[CH:7]=5)[CH2:46][CH2:45]3)=[O:43])[CH2:38][CH2:39]2)=[CH:29][C:28]=1[C:50]([F:53])([F:52])[F:51])([O-:26])=[O:25] |f:1.2.3,4.5|. Reported procedure: To a solution of 3-chloromethyl-7-trifluoromethyl-quinoline (140 mg, 0.57 mmol, 1.1 eq.) in DMF (10 ml) was added potassium carbonate (345 mg, 2.5 mmol, 5 eq.) then 2-[4-(4-Nitro-3-trifluoromethyl-phenylamino)-cyclohexyloxy]-1-piperazin-1-yl-ethanone hydrochloride (233 mg, 0.5 mmol, 1 eq.) was added. The solution was stirred overnight at 70° C. and diluted with EtOAc (25 ml) and washed with water (25 ml), saturated aqueous lithium chloride (25 ml) and brine (25 ml), dried over anhydrous sodium s... Starting materials: [OH-].[Na+] (NaOH), S1CCCC2=CC=CC(=C12)O (8-thiochromanol), BrCCBr (1,2-dibromoethane), [OH-].[Na+] (NaOH). Run at temperature 100 celsius, time 2 hour. The product is BrCCOC=1C=CC=C2CCCSC12 (8-[(2-bromoethyl)oxy]thiochroman). Isolated yield 32.0%. As a reaction SMILES: [S:1]1[C:10]2[C:5](=[CH:6][CH:7]=[CH:8][C:9]=2[OH:11])[CH2:4][CH2:3][CH2:2]1.[Br:12][CH2:13][CH2:14]Br.[OH-].[Na+]>>[Br:12][CH2:13][CH2:14][O:11][C:9]1[CH:8]=[CH:7][CH:6]=[C:5]2[C:10]=1[S:1][CH2:2][CH2:3][CH2:4]2 |f:2.3|. Procedure details: 1 g (6.015 mmol) of 8-thiochromanol is dissolved in 2.26 g (12.03 mmol) of 1,2-dibromoethane. 5.6 cm3 of a 1.6N NaOH solution are added dropwise. The mixture is heated to 100° C.; after 2 hours, the solution reaches pH 7. The mixture is allowed to cool. 100 cm3 of a 2N NaOH solution are added. The mixture is extracted with CH2Cl2 and then dried over MgSO4. Purification over a silica column (eluant: petroleum ether/CH2Cl2 2: 1) yields the desired compound. Starting materials: O.NN (hydrazine hydrate), C(C)N(CCN1C(CCC2=CC(=CC=C12)[N+](=O)[O-])=O)CC (1-(2-(diethylamino)ethyl)-6-nitro-3,4-dihydroquinolin-2(1H)-one), N (NH3). Reagents/catalysts: [Ni] (Raney Nickel). Solvent: CO (methanol), CO.C(Cl)Cl (MeOH CH2Cl2). The product is NC=1C=C2CCC(N(C2=CC1)CCN(CC)CC)=O (6-amino-1-(2-(diethylamino)ethyl)-3,4-dihydroquinolin-2(1H)-one). Isolated yield 81.2%. As a reaction SMILES: [CH2:1]([N:3]([CH2:20][CH3:21])[CH2:4][CH2:5][N:6]1[C:15]2[C:10](=[CH:11][C:12]([N+:16]([O-])=O)=[CH:13][CH:14]=2)[CH2:9][CH2:8][C:7]1=[O:19])[CH3:2].O.NN.N>CO.[Ni].CO.C(Cl)Cl>[NH2:16][C:12]1[CH:11]=[C:10]2[C:15](=[CH:14][CH:13]=1)[N:6]([CH2:5][CH2:4][N:3]([CH2:20][CH3:21])[CH2:1][CH3:2])[C:7](=[O:19])[CH2:8][CH2:9]2 |f:1.2,6.7|. Reported procedure: A solution of 1-(2-(diethylamino)ethyl)-6-nitro-3,4-dihydroquinolin-2(1H)-one (500 mg, 1.72 mmol) in 10 mL methanol was added to Raney Nickel (slurry in H2O, 50 mg) in a round bottom flask. The suspension was treated with hydrazine hydrate (534 μL, 17.2 mmol) and heated at reflux for 10 minutes then filtered through a pad of celite. The celite pad was rinsed with 10 mL methanol. The filtrate was concentrated to give a dark brown residue which was subjected to flash silica gel chromatography usin... Starting materials: [H-].[Na+] (sodium hydride), BrCCCCCC(=O)OCC (ethyl 6-bromohexanoate), C(C1=CC=CC=C1)OC(=O)NC1=CC=CC=C1 (N-benzyloxycarbonylaniline). The solvent is CN(C=O)C (DMF), CN(C=O)C (dimethylformamide). Reaction conditions: time 1 hour. Yields the product C(C)OC(=O)CCCCCNC1=CC=CC=C1 (N-ethoxycarbonylpentyl-N-phenylamine). Isolated yield 78.5%. RXN SMILES: [H-].[Na+].C(O[C:11]([NH:13][C:14]1[CH:19]=[CH:18][CH:17]=[CH:16][CH:15]=1)=O)C1C=CC=CC=1.BrC[CH2:22][CH2:23][CH2:24][CH2:25][C:26]([O:28][CH2:29][CH3:30])=[O:27]>CN(C)C=O>[CH2:29]([O:28][C:26]([CH2:25][CH2:24][CH2:23][CH2:22][CH2:11][NH:13][C:14]1[CH:15]=[CH:16][CH:17]=[CH:18][CH:19]=1)=[O:27])[CH3:30] |f:0.1|. Reported procedure: Under ice-cooling, 1.87 g of 62% sodium hydride was added to 100 ml of a dimethylformamide (DMF) solution containing 10.00 g of N-benzyloxycarbonylaniline, and the mixture was stirred at room temperature for one hour. Under ice-cooling, to the above mixture was added dropwise 50 ml of a DMF solution containing 10.31 g of ethyl 6-bromohexanoate, and the resulting mixture was stirred at room temperature overnight. DMF was removed under reduced pressure and water was added to the residue. The mixtu... Reaction SMILES: [CH3:16][CH2:17][OH:18].[ClH:1].[F:2][C:3]([c:4]1[cH:5][cH:6][c:7]([O:8][CH2:9][C:10]#[N:11])[cH:12][cH:13]1)([F:14])[F:15]>>[ClH:1].[F:2][C:3]([c:4]1[cH:5][cH:6][c:7]([O:8][CH2:9][C:10](=[NH:11])[O:18][CH2:17][CH3:16])[cH:12][cH:13]1)([F:14])[F:15]. Reactants: CCO, Cl, N#CCOc1ccc(C(F)(F)F)cc1. Yields the product Cl, CCOC(=N)COc1ccc(C(F)(F)F)cc1. Starting materials: C(C)(C)(C)C=1C=CC=2C=3C(C(=NC2C1C(C)(C)C)N(C(=O)[O-])C(=O)[O-])=NN(C3C)CC (di(tert-butyl)2-ethyl-1-methyl-2H-pyrazolo[3,4-c]quinolin-4-ylimidodicarbonate), C1(CCC1)=O (cyclobutanone), C(C)(C)(C)C=1C=CC=2C=3C(C(=NC2C1C(C)(C)C)N(C(=O)[O-])C(=O)[O-])=NN(C3C)CCC (di(tert-butyl)1-methyl-2-propyl-2H-pyrazolo[3,4-c]quinolin-4-ylimidodicarbonate), O=C1CCSCC1 (4-oxothiane). Yields the product NC1=NC=2C=CC=CC2C=2C1=NN(C2CC2(CCSCC2)O)CC (4-[(4-amino-2-ethyl-2H-pyrazolo[3,4-c]quinolin-1-yl)methyl]tetrahydro-2H-thiopyran-4-ol). As a reaction SMILES: C([C:5]1[CH:6]=[CH:7][C:8]2[C:9]3[C:10](=[N:26][N:27]([CH2:30][CH3:31])[C:28]=3[CH3:29])[C:11]([N:19](C([O-])=O)C([O-])=O)=[N:12][C:13]=2[C:14]=1C(C)(C)C)(C)(C)C.C(C1C=CC2C3C(=NN(CCC)C=3C)C(N(C([O-])=O)C([O-])=O)=NC=2C=1C(C)(C)C)(C)(C)C.[O:64]=[C:65]1[CH2:70][CH2:69][S:68][CH2:67][CH2:66]1.C1(=O)CCC1>>[NH2:19][C:11]1[C:10]2=[N:26][N:27]([CH2:30][CH3:31])[C:28]([CH2:29][C:65]3([OH:64])[CH2:70][CH2:69][S:68][CH2:67][CH2:66]3)=[C:9]2[C:8]2[CH:7]=[CH:6][CH:5]=[CH:14][C:13]=2[N:12]=1. Procedure details: 4-[(4-Amino-2-ethyl-2H-pyrazolo[3,4-c]quinolin-1-yl)methyl]tetrahydro-2H-thiopyran-4-ol was prepared according to the method of Example 1 Part F using di(tert-butyl)2-ethyl-1-methyl-2H-pyrazolo[3,4-c]quinolin-4-ylimidodicarbonate in lieu of di(tert-butyl)1-methyl-2-propyl-2H-pyrazolo[3,4-c]quinolin-4-ylimidodicarbonate and 4-oxothiane in lieu of cyclobutanone. The crude product was recrystallized from acetonitrile to provide 0.475 g of 4-[(4-amino-2-ethyl-2H-pyrazolo[3,4-c]quinolin-1-yl)methyl]t... The reactants are CC1=CC=NC=C1 (4-methylpyridine), C(C)(C)[N-]C(C)C.[Li+] (lithium diisopropylamide), solution, C1CCOC1.CCCCCCC.C(C)C1=CC=CC=C1 (THF heptane ethylbenzene), C(C1=CC=CC=C1)OC1=CC=C(C(=O)N(C)OC)C=C1 (4-(benzyloxy)-N-methoxy-N-methylbenzamide), C(C)(=O)O (acetic acid). The solvent is C1CCOC1 (THF), C1CCOC1 (THF), C1CCOC1 (THF). Reaction conditions: time 30 minute. Product: C(C1=CC=CC=C1)OC1=CC=C(C=C1)C(CC1=CC=NC=C1)=O (1-(4-(benzyloxy)phenyl)-2-(pyridin-4-yl)ethanone). As a reaction SMILES: C([N-]C(C)C)(C)C.[Li+].C1COCC1.CCCCCCC.C(C1C=CC=CC=1)C.[CH3:29][C:30]1[CH:35]=[CH:34][N:33]=[CH:32][CH:31]=1.[CH2:36]([O:43][C:44]1[CH:55]=[CH:54][C:47]([C:48](N(OC)C)=[O:49])=[CH:46][CH:45]=1)[C:37]1[CH:42]=[CH:41][CH:40]=[CH:39][CH:38]=1.C(O)(=O)C>C1COCC1>[CH2:36]([O:43][C:44]1[CH:45]=[CH:46][C:47]([C:48](=[O:49])[CH2:29][C:30]2[CH:35]=[CH:34][N:33]=[CH:32][CH:31]=2)=[CH:54][CH:55]=1)[C:37]1[CH:38]=[CH:39][CH:40]=[CH:41][CH:42]=1 |f:0.1,2.3.4|. Procedure: An oven-dried, 3-neck, 250 mL round bottom flask equipped with a magnetic stirbar, addition funnel, and internal thermometer was cooled to ambient temperature under a stream of dry nitrogen. The flask was charged with lithium diisopropylamide, 1.8M solution in THF/heptane/ethylbenzene (22.07 mL, 39.7 mmol), diluted with THF (30 mL), and the solution was chilled to 0° C. To this stirred, 0° C. solution was added dropwise via syringe a solution of 4-methylpyridine (3.87 mL, 39.7 mmol) in THF (25 m...